From a dataset of the Open Reaction Database (ORD), a public repository of structured organic reaction records. describe an organic reaction: reactants, conditions, products, and yield Reactants: OS(=O)(=O)O (H2SO4), C1(C=CC(C2=CC=CC=C12)=O)=O (1,4-naphthoquinone), [N-]=[N+]=[N-].[Na+] (NaN3). Run in ice water. Reaction conditions: time 2 day. Yields the product N1C(CCC(C2=C1C=CC=C2)=O)=O (2,3,4,5-tetrahydro-1H-Benzazepine-2,5-dione). Isolated yield 84.9%. RXN SMILES: OS(O)(=O)=O.[C:6]1(=[O:17])[C:15]2[C:10](=[CH:11][CH:12]=[CH:13][CH:14]=2)[C:9](=[O:16])[CH:8]=[CH:7]1.[N-:18]=[N+]=[N-].[Na+]>>[NH:18]1[C:15]2[CH:14]=[CH:13][CH:12]=[CH:11][C:10]=2[C:9](=[O:16])[CH2:8][CH2:7][C:6]1=[O:17] |f:2.3|. Procedure: To 10 mL of H2SO4 (97% ) cooled in an ice-bath was added portionwise 1.08 g (6.86 mmol) of 1,4-naphthoquinone and it was stirred to become a solution. To the red solution was added portionwise 0.454 g (6.98 mmol) of NaN3. The mixture was stirred in ice bath for 2 h, then at room temperature for 2 days. It was added dropwise into 100 mL of ice-water and stirred for 1 h and allowed to stand overnight. The mixture was filtered and washed thoroughly by water, dried to leave brown solid 1.02 g. 1H NM...